This data is from the Open Reaction Database (ORD), a public repository of structured organic reaction records. The task is: describe an organic reaction: reactants, conditions, products, and yield Reactants: C(=O)C1=CC=C(C=C1)OB(O)O (4-formylphenylboric acid), COC(C1=C(C=CC=C1)Br)=O (2-bromobenzoic acid methyl ester), P(=O)([O-])([O-])[O-].[K+].[K+].[K+] (tripotassium phosphate). Reagents/catalysts: C=1C=CC(=CC1)[P](C=2C=CC=CC2)(C=3C=CC=CC3)[Pd]([P](C=4C=CC=CC4)(C=5C=CC=CC5)C=6C=CC=CC6)([P](C=7C=CC=CC7)(C=8C=CC=CC8)C=9C=CC=CC9)[P](C=1C=CC=CC1)(C=1C=CC=CC1)C=1C=CC=CC1 (tetrakis(triphenylphosphine)palladium). Solvent: CN(C=O)C (N,N-dimethylformamide). Run at temperature 75 celsius, time 5 hour. Yields the product COC(C1=C(C=CC=C1)C1=CC=C(C=C1)C=O)=O (2-(4-formylphenyl)benzoic acid methyl ester). Yield: 56.5%. As a reaction SMILES: [CH:1]([C:3]1[CH:8]=[CH:7][C:6](OB(O)O)=[CH:5][CH:4]=1)=[O:2].[CH3:13][O:14][C:15](=[O:23])[C:16]1[CH:21]=[CH:20][CH:19]=[CH:18][C:17]=1Br.P([O-])([O-])([O-])=O.[K+].[K+].[K+]>CN(C)C=O.C1C=CC([P]([Pd]([P](C2C=CC=CC=2)(C2C=CC=CC=2)C2C=CC=CC=2)([P](C2C=CC=CC=2)(C2C=CC=CC=2)C2C=CC=CC=2)[P](C2C=CC=CC=2)(C2C=CC=CC=2)C2C=CC=CC=2)(C2C=CC=CC=2)C2C=CC=CC=2)=CC=1>[CH3:13][O:14][C:15](=[O:23])[C:16]1[CH:21]=[CH:20][CH:19]=[CH:18][C:17]=1[C:6]1[CH:7]=[CH:8][C:3]([CH:1]=[O:2])=[CH:4][CH:5]=1 |f:2.3.4.5,^1:40,42,61,80|. Procedure: To a solution of 4-formylphenylboric acid (6.7 g) in N,N-dimethylformamide (100 ml) were added 2-bromobenzoic acid methyl ester (6.5 g), tetrakis(triphenylphosphine)palladium [Pd(PPh3)4] (1.0 g) and tripotassium phosphate (23 g). The reaction mixture was stirred for 5 hours at 75° C. The reaction mixture was filtrated and concentrated. To the residue were added 1N hydrochloric acid and ethyl acetate, and the mixture was concentrated. The residue was purified by column chromatography on silica ge... Starting materials: CCOC(C)=O, COCCOC, CC(C)CC(C(=O)OCC1CC1)c1cc(Cl)c(I)c(OCC2CC2)c1, OB(O)c1ccc(Cl)cc1, O. Product: CC(C)CC(C(=O)OCC1CC1)c1cc(Cl)c(-c2ccc(Cl)cc2)c(OCC2CC2)c1. Reaction SMILES: [CH3:37][CH2:38][O:39][C:40]([CH3:41])=[O:42].[CH3:43][O:44][CH2:45][CH2:46][O:47][CH3:48].[CH:1]1([CH2:4][O:5][C:6]([CH:7]([CH2:8][CH:9]([CH3:10])[CH3:11])[c:12]2[cH:13][c:14]([Cl:24])[c:15]([I:23])[c:16]([O:18][CH2:19][CH:20]3[CH2:21][CH2:22]3)[cH:17]2)=[O:25])[CH2:2][CH2:3]1.[Cl:26][c:27]1[cH:28][cH:29][c:30]([B:33]([OH:34])[OH:35])[cH:31][cH:32]1.[OH2:36]>>[CH:1]1([CH2:4][O:5][C:6]([CH:7]([CH2:8][CH:9]([CH3:10])[CH3:11])[c:12]2[cH:13][c:14]([Cl:24])[c:15](-[c:30]3[cH:29][cH:28][c:27]([Cl:26])[cH:32][cH:31]3)[c:16]([O:18][CH2:19][CH:20]3[CH2:21][CH2:22]3)[cH:17]2)=[O:25])[CH2:2][CH2:3]1.